Dataset: the Open Reaction Database (ORD), a public repository of structured organic reaction records. Task: describe an organic reaction: reactants, conditions, products, and yield Starting materials: FC=1C=C(C=CC1)C(C1=CC=C(C=C1)C(=O)N1CCOCC1)C1CCNCC1 (4-[(3-fluorophenyl)-piperidin-4-yl-methyl]-phenyl-morpholin-4-yl-methanone), C(C)(C)(C)OC(=O)N1CCC(CC1)=C(C1=CC=C(C=C1)C(=O)N1CCCC1)Br (tert-butyl-4-{bromo[4-(tetrahydro-1H-1-pyrrolylcarbonyl)phenyl]methylene}-1-piperidinecarboxylate). Product: FC=1C=C(C=CC1)C(C1=CC=C(C=C1)C(=O)N1CCCC1)C1CCNCC1 (4-[(3-fluorophenyl)-piperidin-4-yl-methyl]-phenyl-pyrolidin-1-yl-methanone). RXN SMILES: [F:1][C:2]1[CH:3]=[C:4]([CH:8]([CH:23]2[CH2:28][CH2:27][NH:26][CH2:25][CH2:24]2)[C:9]2[CH:14]=[CH:13][C:12]([C:15]([N:17]3[CH2:22][CH2:21]O[CH2:19][CH2:18]3)=[O:16])=[CH:11][CH:10]=2)[CH:5]=[CH:6][CH:7]=1.C(OC(N1CCC(=C(Br)C2C=CC(C(N3CCCC3)=O)=CC=2)CC1)=O)(C)(C)C>>[F:1][C:2]1[CH:3]=[C:4]([CH:8]([CH:23]2[CH2:28][CH2:27][NH:26][CH2:25][CH2:24]2)[C:9]2[CH:14]=[CH:13][C:12]([C:15]([N:17]3[CH2:22][CH2:21][CH2:19][CH2:18]3)=[O:16])=[CH:11][CH:10]=2)[CH:5]=[CH:6][CH:7]=1. Procedure: Same procedure as for the preparation of compound 85, but using compound 84 as starting material. Starting materials: enzyme solution, O=C[C@@H](O)[C@@H](O)[C@H](O)[C@H](O)CO (mannose), saccharide. Solvent: P(=O)([O-])([O-])[O-] (phosphate). Conditions: time 10 minute. Yields the product OCC(=O)[C@@H](O)[C@H](O)[C@H](O)CO (fructose). Reaction SMILES: [O:1]=[CH:2][C@H:3]([C@H:5]([C@@H:7]([C@@H:9]([CH2:11][OH:12])[OH:10])[OH:8])[OH:6])[OH:4]>P([O-])([O-])([O-])=O>[OH:1][CH2:2][C:3]([C@H:5]([C@@H:7]([C@@H:9]([CH2:11][OH:12])[OH:10])[OH:8])[OH:6])=[O:4]. Procedure: The activity of the MIase was measured by the following method. First, 200 μl of an enzyme solution that had been diluted as appropriate was added to 200 μl of 200 mM mannose solution dissolved in a 100 mM phosphate buffer (pH7.0), and an enzyme reaction was performed at 50° C. Then, the enzyme reaction was stopped by boiling for 10 minutes, and the composition of the saccharide was analyzed by HPLC. The amount of the enzymes that produce 1 μmol of fructose for 1 minute under these conditions wa... Starting materials: CCOC(=O)Cc1cccc(Oc2ccccc2F)c1N, [Na+], C1COCCO1, [OH-], O. Product: Nc1c(CC(=O)O)cccc1Oc1ccccc1F. As a reaction SMILES: [NH2:1][c:2]1[c:3]([CH2:16][C:17](=[O:18])[O:19][CH2:20][CH3:21])[cH:4][cH:5][cH:6][c:7]1[O:8][c:9]1[c:10]([F:15])[cH:11][cH:12][cH:13][cH:14]1.[Na+:23].[O:25]1[CH2:26][CH2:27][O:28][CH2:29][CH2:30]1.[OH-:22].[OH2:24]>>[NH2:1][c:2]1[c:3]([CH2:16][C:17](=[O:18])[OH:19])[cH:4][cH:5][cH:6][c:7]1[O:8][c:9]1[c:10]([F:15])[cH:11][cH:12][cH:13][cH:14]1. Starting materials: CC(C(=O)O)c1ccc(Br)cc1, COC(=O)c1c(N)cc(Cl)cc1Cl, CCCCCC, CCOC(C)=O, O=S(Cl)Cl. Product: COC(=O)c1c(Cl)cc(Cl)cc1NC(=O)C(C)c1ccc(Br)cc1. Reaction SMILES: [Br:1][c:2]1[cH:3][cH:4][c:5]([CH:8]([C:9](=[O:10])[OH:11])[CH3:12])[cH:6][cH:7]1.[CH3:17][O:18][C:19]([c:20]1[c:21]([NH2:28])[cH:22][c:23]([Cl:27])[cH:24][c:25]1[Cl:26])=[O:29].[CH3:30][CH2:31][CH2:32][CH2:33][CH2:34][CH3:35].[CH3:36][CH2:37][O:38][C:39]([CH3:40])=[O:41].[S:13]([Cl:14])([Cl:15])=[O:16]>>[Br:1][c:2]1[cH:3][cH:4][c:5]([CH:8]([C:9](=[O:11])[NH:28][c:21]2[c:20]([C:19]([O:18][CH3:17])=[O:29])[c:25]([Cl:26])[cH:24][c:23]([Cl:27])[cH:22]2)[CH3:12])[cH:6][cH:7]1. The reactants are COC(=O)c1c(C)csc1N, O=C(O)Cc1cccc2ccccc12. Yields the product COC(=O)c1c(C)csc1NC(=O)Cc1cccc2ccccc12. As a reaction SMILES: [NH2:15][c:16]1[s:17][cH:18][c:19]([CH3:25])[c:20]1[C:21](=[O:22])[O:23][CH3:24].[c:1]1([CH2:11][C:12](=[O:13])[OH:14])[cH:2][cH:3][cH:4][c:5]2[cH:6][cH:7][cH:8][cH:9][c:10]12>>[c:1]1([CH2:11][C:12](=[O:14])[NH:15][c:16]2[s:17][cH:18][c:19]([CH3:25])[c:20]2[C:21](=[O:22])[O:23][CH3:24])[cH:2][cH:3][cH:4][c:5]2[cH:6][cH:7][cH:8][cH:9][c:10]12. Reactants: C1(=CC=CC=C1)C (toluene), FC=1C=CC(=C(C1)C=NC(=C)O[Si](C)(C)C)C (1-(5-fluoro-2-methyl-phenyl)-3-trimethylsilyoxy-2-aza-1,3-butadiene), C(C)(C)(C)OC(=O)N1C(\C(\C2=CC=C(C=C12)Cl)=C/C1=C(C=CC(=C1)Cl)OCCOC(=O)OC(C)(C)C)=O (Z-3-[2-(2-tert-Butoxycarbonyloxy-ethoxy)-5-chloro-benzylidene]-6-chloro-2-oxo-2,3-dihydro-indole-1-carboxylic acid tert-butyl ester). The solvent is CO (methanol). Run at time 10 minute. Product: ClC1=CC=C2C(=C1)NC(C21C(NC(CC1C1=C(C=CC(=C1)Cl)OCCO)=O)C1=C(C=CC(=C1)F)C)=O (racemic (2′S,3S,4′R)-6-chloro-4′-[5-chloro-2-(2-hydroxyethoxy)-phenyl]-2′-[5-fluoro-2-methyl-phenyl]spiro[3H-indole-3,3′-piperidine]-2,6′(1H)-dione). Yield: 1.1%. As a reaction SMILES: C1(C)C=CC=CC=1.[F:8][C:9]1[CH:10]=[CH:11][C:12]([CH3:24])=[C:13]([CH:15]=[N:16][C:17]([O:19][Si](C)(C)C)=[CH2:18])[CH:14]=1.C(OC([N:32]1[C:40]2[C:35](=[CH:36][CH:37]=[C:38]([Cl:41])[CH:39]=2)/[C:34](=[CH:42]/[C:43]2[CH:48]=[C:47]([Cl:49])[CH:46]=[CH:45][C:44]=2[O:50][CH2:51][CH2:52][O:53]C(OC(C)(C)C)=O)/[C:33]1=[O:61])=O)(C)(C)C>CO>[Cl:41][C:38]1[CH:39]=[C:40]2[NH:32][C:33](=[O:61])[C:34]3([CH:42]([C:43]4[CH:48]=[C:47]([Cl:49])[CH:46]=[CH:45][C:44]=4[O:50][CH2:51][CH2:52][OH:53])[CH2:19][C:17](=[O:18])[NH:16][CH:15]3[C:13]3[CH:14]=[C:9]([F:8])[CH:10]=[CH:11][C:12]=3[CH3:24])[C:35]2=[CH:36][CH:37]=1. Reported procedure: To a toluene solution (10 mL) of 1-(5-fluoro-2-methyl-phenyl)-3-trimethylsilyoxy-2-aza-1,3-butadiene (10.93 mmol) was added E/Z-3-[2-(2-tert-Butoxycarbonyloxy-ethoxy)-5-chloro-benzylidene]-6-chloro-2-oxo-2,3-dihydro-indole-1-carboxylic acid tert-butyl ester (1 g, 1.82 mmol). Then the reaction tube was placed into the cavity of a focused monomode microwave reactor and the contents of the flask were irradiated at 130° C. for 40 min. After the solution was cooled to room temperature, methanol was a... Isolated yield 130.0%. As a reaction SMILES: [CH3:1][CH:2]([C:4]([O:6][C:7]1[CH:8]=[CH:9][C:10]([CH2:29][OH:30])=[CH:11][C:12]=1[C@@H:13]([C:23]1[CH:24]=[CH:25][CH:26]=[CH:27][CH:28]=1)[CH2:14][CH2:15][N:16]([CH:20]([CH3:22])[CH3:21])[CH:17]([CH3:19])[CH3:18])=[O:5])[CH3:3].C(N(CC[C@@H](C1C=C(Br)C=CC=1OCC1C=CC=CC=1)C1C=CC=CC=1)C(C)C)(C)C.[C:62]([OH:69])(=[O:68])/[CH:63]=[CH:64]/[C:65]([OH:67])=[O:66].C(OC(C)C)(C)C>CC(O)C>[CH3:3][CH:2]([C:4]([O:6][C:7]1[CH:8]=[CH:9][C:10]([CH2:29][OH:30])=[CH:11][C:12]=1[C@@H:13]([C:23]1[CH:28]=[CH:27][CH:26]=[CH:25][CH:24]=1)[CH2:14][CH2:15][N:16]([CH:20]([CH3:21])[CH3:22])[CH:17]([CH3:18])[CH3:19])=[O:5])[CH3:1].[CH:63](/[C:62]([OH:69])=[O:68])=[CH:64]\[C:65]([OH:67])=[O:66] |f:5.6|. The solvent is CC(C)O (IPA). Procedure: A solution of 42 g Fesoterodine of formula (J) in 240 ml IPA (240 ml) is added at 25° C. to 30° C. and then heated to 50° C. to 55° C. Fumaric acid (17 g) was added to the resulting mass was maintained for 30 minutes and further cooled to 25° C. to 30° C. followed by the addition of diisopropyl ether (840 ml) at 25° C. to 30° C. and maintained for 12 hours. The resulting mass was filtered, washed with diisopropyl ether (2×30 ml) and then dried under vacuum for 24 hours at 45° C. to 50° C. to aff... Starting materials: C(C)(C)OC(C)C (diisopropyl ether), CC(C)C(=O)OC=1C=CC(=CC1[C@H](CCN(C(C)C)C(C)C)C=2C=CC=CC2)CO (Fesoterodine), C(C)(C)N(C(C)C)CC[C@H](C1=CC=CC=C1)C1=C(C=CC(=C1)Br)OCC1=CC=CC=C1 ((R)—N,N-Diisopropyl-3-(2-benzyloxy-5-bromophenyl)-3-phenylpropyl amine), C(\C=C\C(=O)O)(=O)O (Fumaric acid). Product: CC(C)C(=O)OC=1C=CC(=CC1[C@H](CCN(C(C)C)C(C)C)C=2C=CC=CC2)CO.C(=C/C(=O)O)\C(=O)O (Fesoterodine Fumarate).